From a dataset of the Open Reaction Database (ORD), a public repository of structured organic reaction records. describe an organic reaction: reactants, conditions, products, and yield Reactants: CC1=C(C=CC=2C(OCC21)=O)C2OC2 (4-Methyl-5-oxiran-2-yl-2-benzofuran-1(3H)-one), CC1=C(C=CC=2C(OCC21)=O)CCN2CCNCC2 (4-methyl-5-(2-piperazin-1-ylethyl)-2-benzofuran-1(3H)-one). Solvent: C(C)O (ethanol). Run at temperature 150 celsius. Product: OC(CN1CCN(CC1)CCC1=C(C2=C(C(OC2)=O)C=C1)C)C1=C(C2=C(C(OC2)=O)C=C1)C (5-(1-hydroxy-2-{4-[2-(4-methyl-1-oxo-1,3-dihydro-2-benzofuran-5-yl)ethyl]piperazine-1-yl}ethyl)-4-methyl-2-benzofuran-1(3H)-one). Reaction SMILES: [CH3:1][C:2]1[C:10]2[CH2:9][O:8][C:7](=[O:11])[C:6]=2[CH:5]=[CH:4][C:3]=1[CH:12]1[CH2:14][O:13]1.[CH3:15][C:16]1[C:24]2[CH2:23][O:22][C:21](=[O:25])[C:20]=2[CH:19]=[CH:18][C:17]=1[CH2:26][CH2:27][N:28]1[CH2:33][CH2:32][NH:31][CH2:30][CH2:29]1>C(O)C>[OH:13][CH:12]([C:3]1[CH:4]=[CH:5][C:6]2[C:7](=[O:11])[O:8][CH2:9][C:10]=2[C:2]=1[CH3:1])[CH2:14][N:31]1[CH2:32][CH2:33][N:28]([CH2:27][CH2:26][C:17]2[CH:18]=[CH:19][C:20]3[C:21](=[O:25])[O:22][CH2:23][C:24]=3[C:16]=2[CH3:15])[CH2:29][CH2:30]1. Procedure details: 4-Methyl-5-oxiran-2-yl-2-benzofuran-1(3H)-one (60 mg, 0.31 mmol, 1.2 mmol) and 4-methyl-5-(2-piperazin-1-ylethyl)-2-benzofuran-1(3H)-one (68 mg, 0.26 mmol, 1.0 eq) were suspended in ethanol (5 ml) in a microwave tube. The tube was capped, degassed under vacuum, and purged with nitrogen gas. The mixture was heated to 150° C. for 30 min under microwave irradiation. The mixture was then concentrated and purified by flash column chromatography (0-10% MeOH/DCM). Starting materials: C(C)OC(CCCCC(CCC)SC(C)=O)=S (6-Acetylthio-8-Methylthiooctanoic Acid Ethyl Ester), [OH-].[K+] (potassium hydroxide), CO (methanol). The solvent is O (water). Yields the product SC(CCCCC(=S)O)CCC (6-mercapto-8-methylthiooctanoic acid). The yield is 84.5%. As a reaction SMILES: C([O:3][C:4](=[S:17])[CH2:5][CH2:6][CH2:7][CH2:8][CH:9]([S:13]C(=O)C)[CH2:10][CH2:11][CH3:12])C.[OH-].[K+].CO>O>[SH:13][CH:9]([CH2:10][CH2:11][CH3:12])[CH2:8][CH2:7][CH2:6][CH2:5][C:4]([OH:3])=[S:17] |f:1.2|. Procedure: 11.9 grams (40.7 mmoles) of 6-acetylthio-8-methylthiooctanoic acid ethyl ester (XI) were added to a solution of 7.5 grams (133.7 mmoles) of potassium hydroxide in l00ml of methanol and 5 ml of water and the mixture heated at reflux for 10 hours under a cover of nitrogen. After a further 10 hours at room temperature the solvent was removed in a vacuum, the residue taken up in 100 ml of 3N hydrochloric acid and extracted three times, each time with 100 ml of ethyl acetate. After drying the combine... Starting materials: C(C)(C)(C)C1=CC=C(C=C1)S(=O)(=O)Cl (p-tert-butylbenzenesulphonyl chloride), N1=CC=CC=C1.C1(=CC=CC=C1)C (pyridine toluene). Product: C1(=CC=CC=C1)S(=O)(=O)N (benzenesulphonamide). Reaction SMILES: C([C:5]1[CH:10]=[CH:9][C:8]([S:11](Cl)(=[O:13])=[O:12])=[CH:7][CH:6]=1)(C)(C)C.[N:15]1C=CC=CC=1.C1(C)C=CC=CC=1>>[C:8]1([S:11]([NH2:15])(=[O:13])=[O:12])[CH:9]=[CH:10][CH:5]=[CH:6][CH:7]=1 |f:1.2|. Procedure details: Reaction with p-tert-butylbenzenesulphonyl chloride in pyridine/toluene at room temperature yielded pure 4-tert-butyl-N-[3-(2-tetrahydropyranyloxyethoxy)-2-methoxy-phenoxy)-phenyl]-benzenesulphonamide. MS: Mt/ e=555. Starting materials: NC1=C(NC2=CC(=CC=C12)Cl)C(C1=CC=CC=C1)=O (3-amino-2-benzoyl-6-chloroindole), C(C)(=O)OC(C(=O)Cl)(C)C (2-acetoxyisobutyryl chloride). The product is C(C)(=O)OC(C(=O)NC1=C(NC2=CC(=CC=C12)Cl)C(C1=CC=CC=C1)=O)(C)C (3-(2-Acetoxyisobutyrylamino)-2-benzoyl-6-chloroindole). As a reaction SMILES: [NH2:1][C:2]1[C:10]2[C:5](=[CH:6][C:7]([Cl:11])=[CH:8][CH:9]=2)[NH:4][C:3]=1[C:12](=[O:19])[C:13]1[CH:18]=[CH:17][CH:16]=[CH:15][CH:14]=1.[C:20]([O:23][C:24]([CH3:29])([CH3:28])[C:25](Cl)=[O:26])(=[O:22])[CH3:21]>>[C:20]([O:23][C:24]([CH3:29])([CH3:28])[C:25]([NH:1][C:2]1[C:10]2[C:5](=[CH:6][C:7]([Cl:11])=[CH:8][CH:9]=2)[NH:4][C:3]=1[C:12](=[O:19])[C:13]1[CH:18]=[CH:17][CH:16]=[CH:15][CH:14]=1)=[O:26])(=[O:22])[CH3:21]. Procedure details: The title compound was prepared according to the procedure described in Example 19 employing 3-amino-2-benzoyl-6-chloroindole (Example 1) and 2-acetoxyisobutyryl chloride. m.p.: 162-165° C. 1H-NMR (CDCl3) δ: 10.78 (1H, br s), 8.36 (1H, d, J=9.2 Hz), 8.28 (1H, br s), 7.85-7.76 (2H, m), 7.68-7.53 (3H, m), 7.26 (1H, d, J=1.8 Hz), 7.08 (1H, dd, J=1.8, 9.2 Hz), 2.21 (3H, s), 1.75 (6H, s) Reactants: F[B-](F)(F)F, CCN(CC)CC=C(C)CCC=C(C)C, C1CCOC1. Yields the product CCN(C=CC(C)CCC=C(C)C)CC. Reaction SMILES: [B-:16]([F:17])([F:18])([F:19])[F:20].[CH2:1]([CH3:2])[N:3]([CH2:4][CH3:5])[CH2:6][CH:7]=[C:8]([CH2:9][CH2:10][CH:11]=[C:12]([CH3:13])[CH3:14])[CH3:15].[O:21]1[CH2:22][CH2:23][CH2:24][CH2:25]1>>[CH2:1]([CH3:2])[N:3]([CH2:4][CH3:5])[CH:6]=[CH:7][CH:8]([CH2:9][CH2:10][CH:11]=[C:12]([CH3:13])[CH3:14])[CH3:15]. Reactants: FC1=C(OC2(CCNCC2)C2=CC=CC=C2)C(=C(C(=C1F)F)F)F (4-(2,3,4,5,6-pentafluorophenoxy)-4-phenylpiperidine), C=O (formaldehyde), [BH4-].[Na+] (sodium borohydride). Solvent: CO (methanol). Conditions: temperature 70 celsius, time 2 hour. Yields the product CN1CCC(CC1)(C1=CC=CC=C1)OC1=C(C(=C(C(=C1F)F)F)F)F (1-methyl-4-(2,3,4,5,6-pentafluorophenoxy)-4-phenylpiperidine). Reaction SMILES: [F:1][C:2]1[C:20]([F:21])=[C:19]([F:22])[C:18]([F:23])=[C:17]([F:24])[C:3]=1[O:4][C:5]1([C:11]2[CH:16]=[CH:15][CH:14]=[CH:13][CH:12]=2)[CH2:10][CH2:9][NH:8][CH2:7][CH2:6]1.[CH2:25]=O.[BH4-].[Na+]>CO>[CH3:25][N:8]1[CH2:7][CH2:6][C:5]([O:4][C:3]2[C:17]([F:24])=[C:18]([F:23])[C:19]([F:22])=[C:20]([F:21])[C:2]=2[F:1])([C:11]2[CH:12]=[CH:13][CH:14]=[CH:15][CH:16]=2)[CH2:10][CH2:9]1 |f:2.3|. Procedure details: To 50 ml of methanol, was added 4.0 g of 4-(2,3,4,5,6-pentafluorophenoxy)-4-phenylpiperidine and 15 ml of a 37% aqueous formaldehyde solution. After stirring at 70° C. for two hours, the mixture was cooled, and treated (portionwise) with 2.5 g of sodium borohydride over a period of five minutes. After stirring at ambient temperature for two hours, the reaction mixture was evaporated to a semi-solid. The semi-solid was stirred with 50 ml water, then extracted with ethyl acetate. The organic layer... The reactants are O=C([O-])O, O=C(Cl)c1ccccc1, CC(C)=O, CC1(C)SC2C(NC(=O)CN)C(=O)N2C1c1nnn[nH]1, [Na+], O. Product: CC1(C)SC2C(NC(=O)CNC(=O)c3ccccc3)C(=O)N2C1c1nnn[nH]1. Reaction SMILES: [C:21](=[O:22])([OH:23])[O-:24].[C:27]([c:28]1[cH:29][cH:30][cH:31][cH:32][cH:33]1)(=[O:34])[Cl:35].[CH3:36][C:37](=[O:38])[CH3:39].[NH2:1][CH2:2][C:3](=[O:4])[NH:5][CH:6]1[CH:7]2[N:8]([CH:9]([c:14]3[n:15][n:16][n:17][nH:18]3)[C:10]([CH3:12])([CH3:13])[S:11]2)[C:19]1=[O:20].[Na+:25].[OH2:26]>>[NH:1]([CH2:2][C:3](=[O:4])[NH:5][CH:6]1[CH:7]2[N:8]([CH:9]([c:14]3[n:15][n:16][n:17][nH:18]3)[C:10]([CH3:12])([CH3:13])[S:11]2)[C:19]1=[O:20])[C:27]([c:28]1[cH:29][cH:30][cH:31][cH:32][cH:33]1)=[O:34].